Dataset: the Open Reaction Database (ORD), a public repository of structured organic reaction records. Task: describe an organic reaction: reactants, conditions, products, and yield Starting materials: BrCCCCOC[C@@H]1CC[C@H](CC1)CN(S(=O)(=O)C1=CC=C(C=C1)C(F)(F)F)C (trans-N-[4-(4-bromo-butoxymethyl)-cyclohexylmethyl]-N-methyl-4-trifluoromethyl-benzenesulfonamide), OC[C@H]1NCCC1 ((S)-2-hydroxymethyl-pyrrolidine). Run in CN(C(C)=O)C (N,N-dimethylacetamide). Yields the product OC[C@H]1N(CCC1)CCCCOC[C@@H]1CC[C@H](CC1)CN(S(=O)(=O)C1=CC=C(C=C1)C(F)(F)F)C (trans-N-{4-[4-((S)-2-hydroxymethyl-pyrrolidin-1-yl)-butoxymethyl]-cyclohexylmethyl}-N-methyl-4-trifluoromethyl-benzenesulfonamide). Reaction SMILES: Br[CH2:2][CH2:3][CH2:4][CH2:5][O:6][CH2:7][C@H:8]1[CH2:13][CH2:12][C@H:11]([CH2:14][N:15]([CH3:29])[S:16]([C:19]2[CH:24]=[CH:23][C:22]([C:25]([F:28])([F:27])[F:26])=[CH:21][CH:20]=2)(=[O:18])=[O:17])[CH2:10][CH2:9]1.[OH:30][CH2:31][C@@H:32]1[CH2:36][CH2:35][CH2:34][NH:33]1>CN(C)C(=O)C>[OH:30][CH2:31][C@@H:32]1[CH2:36][CH2:35][CH2:34][N:33]1[CH2:2][CH2:3][CH2:4][CH2:5][O:6][CH2:7][C@H:8]1[CH2:13][CH2:12][C@H:11]([CH2:14][N:15]([CH3:29])[S:16]([C:19]2[CH:24]=[CH:23][C:22]([C:25]([F:28])([F:27])[F:26])=[CH:21][CH:20]=2)(=[O:18])=[O:17])[CH2:10][CH2:9]1. Procedure details: In analogy to the method described in example 12.1, trans-N-[4-(4-bromo-butoxymethyl)-cyclohexylmethyl]-N-methyl-4-trifluoromethyl-benzenesulfonamide was reacted with (S)-2-hydroxymethyl-pyrrolidine in N,N-dimethylacetamide at room temperature to yield trans-N-{4-[4-((S)-2-hydroxymethyl-pyrrolidin-1-yl)-butoxymethyl]-cyclohexylmethyl}-N-methyl-4-trifluoromethyl-benzenesulfonamide as colorless solid, MS: 521 (MH+). Reactants: [N+](=O)([O-])C=1C=C(C(=O)NN)C=CC1 (3-nitrobenzhydrazide), C1(=CC=C(C=C1)C(=O)Cl)C (p-toluoyl chloride). The solvent is N1=CC=CC=C1 (pyridine). Run at time 12 hour. Product: CC1=CC=C(C(=O)NNC(C2=CC(=CC=C2)[N+](=O)[O-])=O)C=C1 (1-[(4-methyl)benzoyl]-2-(3-nitrobenzoyl)hydrazine). Reaction SMILES: [N+:1]([C:4]1[CH:5]=[C:6]([CH:11]=[CH:12][CH:13]=1)[C:7]([NH:9][NH2:10])=[O:8])([O-:3])=[O:2].[C:14]1([CH3:23])[CH:19]=[CH:18][C:17]([C:20](Cl)=[O:21])=[CH:16][CH:15]=1>N1C=CC=CC=1>[CH3:23][C:14]1[CH:19]=[CH:18][C:17]([C:20]([NH:10][NH:9][C:7](=[O:8])[C:6]2[CH:11]=[CH:12][CH:13]=[C:4]([N+:1]([O-:3])=[O:2])[CH:5]=2)=[O:21])=[CH:16][CH:15]=1. Reported procedure: To a solution of 3-nitrobenzhydrazide (2.16 g, 11.92 mmol) in pyridine (40 ml) cooled to 0° C. in an ice bath is added dropwise p-toluoyl chloride (1.94 g, 11.92 mmol). The mixture is allowed to warm to room temperature and stirred for 12 hours. The mixture is quenched with 350 mL of water and stirred for thirty minutes. The precipitate is filtered and dried in a vacuum oven to yield 1-[(4-methyl)benzoyl]-2-(3-nitrobenzoyl)hydrazine as a pale yellow solid. (2.94 g, 82%). Starting materials: C(C1=CC=CC=C1)SC[C@@H](C(=O)OC)NC(CN1N=NC(=C1)COC1=CC2=C(N=C(S2)S(N)(=O)=O)C=C1)=O ((R)-methyl 3-(benzylthio)-2-(2-(4-((2-sulfamoylbenzo[d]thiazol-6-yloxy)methyl)-1H-1,2,3-triazol-1-yl)acetamido)propanoate), [Li+].[OH-] (LiOH). Run in C1CCOC1.O (THF H2O). Product: C(C1=CC=CC=C1)SC[C@@H](C(=O)O)NC(CN1N=NC(=C1)COC1=CC2=C(N=C(S2)S(N)(=O)=O)C=C1)=O ((R)-3-(benzylthio)-2-(2-(4-((2-sulfamoylbenzo[d]thiazol-6-yloxy)methyl)-1H-1,2,3-triazol-1-yl)acetamido)propanoic acid). As a reaction SMILES: [CH2:1]([S:8][CH2:9][C@H:10]([NH:15][C:16](=[O:38])[CH2:17][N:18]1[CH:22]=[C:21]([CH2:23][O:24][C:25]2[CH:37]=[CH:36][C:28]3[N:29]=[C:30]([S:32](=[O:35])(=[O:34])[NH2:33])[S:31][C:27]=3[CH:26]=2)[N:20]=[N:19]1)[C:11]([O:13]C)=[O:12])[C:2]1[CH:7]=[CH:6][CH:5]=[CH:4][CH:3]=1.[Li+].[OH-]>C1COCC1.O>[CH2:1]([S:8][CH2:9][C@H:10]([NH:15][C:16](=[O:38])[CH2:17][N:18]1[CH:22]=[C:21]([CH2:23][O:24][C:25]2[CH:37]=[CH:36][C:28]3[N:29]=[C:30]([S:32](=[O:34])(=[O:35])[NH2:33])[S:31][C:27]=3[CH:26]=2)[N:20]=[N:19]1)[C:11]([OH:13])=[O:12])[C:2]1[CH:3]=[CH:4][CH:5]=[CH:6][CH:7]=1 |f:1.2,3.4|. Procedure: Compound 141 (5.0 mg, 0.0087 mmol, 1 equiv) in a THF/H2O mixture (1:1, 1 mL) was treated with LiOH (0.4 mg, 0.010 mmol, 1.2 equiv) and irradiated in a Biotage Emrys Optimizer microwave reactor (250 W) at 100° C. for 10 min. After cooling the contents of the tube to room temperature, the solvent was removed and the crude product was purified by HPLC. Yield: 3 mg, 63%. Starting materials: CC(=O)OC(C)=O, CC(=O)[O-], NC1CCCc2c(ccc(O)c2O)C1, [Na+], O. The product is CC(=O)NC1CCCc2c(ccc(O)c2O)C1. As a reaction SMILES: [CH3:1][C:2](=[O:3])[O:4][C:5](=[O:6])[CH3:7].[CH3:23][C:24](=[O:25])[O-:26].[NH2:8][CH:9]1[CH2:10][c:11]2[c:12]([c:16]([OH:21])[c:17]([OH:20])[cH:18][cH:19]2)[CH2:13][CH2:14][CH2:15]1.[Na+:22].[OH2:27]>>[CH3:1][C:2](=[O:3])[NH:8][CH:9]1[CH2:10][c:11]2[c:12]([c:16]([OH:21])[c:17]([OH:20])[cH:18][cH:19]2)[CH2:13][CH2:14][CH2:15]1. The reactants are CCO, Cl, [Li+], CCOC(=O)CCCn1c2c(c(=O)[nH]c1=O)CCCC2, [OH-], O. The product is O=C(O)CCCn1c2c(c(=O)[nH]c1=O)CCCC2. As a reaction SMILES: [CH3:23][CH2:24][OH:25].[ClH:26].[Li+:21].[O:1]=[c:2]1[n:3]([CH2:13][CH2:14][CH2:15][C:16](=[O:17])[O:18][CH2:19][CH3:20])[c:4]2[c:9]([c:10](=[O:12])[nH:11]1)[CH2:8][CH2:7][CH2:6][CH2:5]2.[OH-:22].[OH2:27]>>[O:1]=[c:2]1[n:3]([CH2:13][CH2:14][CH2:15][C:16](=[O:17])[OH:18])[c:4]2[c:9]([c:10](=[O:12])[nH:11]1)[CH2:8][CH2:7][CH2:6][CH2:5]2. Reactants: CCN=C=NCCCN(C)C (EDCI), NC1=CC=C(C(=C1OC1(CCOCC1)C(C(=O)O)N(CC1=CC=CC=C1)CC1=CC=CC=C1)F)F ([4-(6-amino-2,3-difluoro-phenoxy)-tetrahydro-pyran-4-yl]-dibenzylamino-acetic acid). Solvent: CN(C)C=O (DMF), O (H2O), O (H2O). Conditions: time 8 hour. Product: C(C1=CC=CC=C1)N(C1C(NC2=C(OC13CCOCC3)C(=C(C=C2)F)F)=O)CC2=CC=CC=C2 (3-(dibenzylamino)-8,9-difluoro-2′,3′,5′,6′-tetrahydro-3H-spiro[benzo[b][1,4]oxazepine-2,4′-pyran]-4(5H)-one). Yield: 57.3%. RXN SMILES: CCN=C=NCCCN(C)C.[NH2:12][C:13]1[C:18]([O:19][C:20]2([CH:26]([N:30]([CH2:38][C:39]3[CH:44]=[CH:43][CH:42]=[CH:41][CH:40]=3)[CH2:31][C:32]3[CH:37]=[CH:36][CH:35]=[CH:34][CH:33]=3)[C:27]([OH:29])=O)[CH2:25][CH2:24][O:23][CH2:22][CH2:21]2)=[C:17]([F:45])[C:16]([F:46])=[CH:15][CH:14]=1>CN(C=O)C.O>[CH2:38]([N:30]([CH2:31][C:32]1[CH:33]=[CH:34][CH:35]=[CH:36][CH:37]=1)[CH:26]1[C:20]2([CH2:21][CH2:22][O:23][CH2:24][CH2:25]2)[O:19][C:18]2[C:17]([F:45])=[C:16]([F:46])[CH:15]=[CH:14][C:13]=2[NH:12][C:27]1=[O:29])[C:39]1[CH:44]=[CH:43][CH:42]=[CH:41][CH:40]=1. Procedure: H2O (70.5 mg, 460 μmol, Eq: 1.2) and EDCI (88.2 mg, 460 μmol, Eq: 1.2) were added to a solution of [4-(6-amino-2,3-difluoro-phenoxy)-tetrahydro-pyran-4-yl]-dibenzylamino-acetic acid (185 mg, 383 μmol, Eq: 1.00) in DMF (5 mL). The mixture was stirred at RT overnight, diluted with H2O and extracted with EtOAc. The combined extracts were washed with brine, dried over Na2SO4 and concentrated under reduced pressure. The residue was purified by flash chromatography to afford 3-(dibenzylamino)-8,9-difl... Reactants: FC(OC1=NC=CC(=C1)CO)F ((2-(difluoromethoxy)pyridin-4-yl)methanol), C(Br)(Br)(Br)Br (CBr4), C1=CC=C(C=C1)P(C2=CC=CC=C2)C3=CC=CC=C3 (PPh3). The solvent is C(Cl)Cl (DCM). Reaction conditions: time 1 hour. Yields the product BrCC1=CC(=NC=C1)OC(F)F (4-(bromomethyl)-2-(difluoromethoxy)pyridine). Reaction SMILES: [F:1][CH:2]([F:12])[O:3][C:4]1[CH:9]=[C:8]([CH2:10]O)[CH:7]=[CH:6][N:5]=1.C(Br)(Br)(Br)[Br:14].C1C=CC(P(C2C=CC=CC=2)C2C=CC=CC=2)=CC=1>C(Cl)Cl>[Br:14][CH2:10][C:8]1[CH:7]=[CH:6][N:5]=[C:4]([O:3][CH:2]([F:12])[F:1])[CH:9]=1. Procedure details: A solution of (2-(difluoromethoxy)pyridin-4-yl)methanol (250 mg; 1.42 mmol) in anh. DCM (12 ml) was treated at rt with CBr4 (473 mg; 1.42 mmol), and with PPh3 (374 mg; 1.42 mmol). The resulting mixture was further stirred at rt, under nitrogen, for 1 h. Concentration to dryness under reduced pressure, and subsequent purification by FC (DCM) afforded 4-(bromomethyl)-2-(difluoromethoxy)pyridine as a yellow oil which was directly used for the next reaction. LC-MS (conditions A): tR=0.78 min. Reactants: C(C1=CC=CC=C1)N(C1(COCC1)CNC1=CC(=NC2=CC=C(C=C12)C)N1CCS(C2=C(C1)C=CC=C2)(=O)=O)CC2=CC=CC=C2 (N-{[3-(Dibenzylamino)tetrahydrofuran-3-yl]methyl}-2-(1,1-dioxido-2,3-dihydro-1,4-benzothiazepin-4(5H)-yl)-6-methylquinolin-4-amine), C(CN)N (ethane-1,2-diamine). Product: O=S1(CCN(CC2=C1C=CC=C2)C2=NC1=CC=C(C=C1C(=C2)NCCN)CC)=O (N-[2-(1,1-Dioxido-2,3-dihydro-1,4-benzothiazepin-4(5H)-yl)-6-ethylquinolin-4-yl]ethane-1,2-diamine). Reaction SMILES: C([N:8](CC1C=CC=CC=1)[C:9]1([CH2:14][NH:15][C:16]2[C:25]3[C:20](=[CH:21][CH:22]=[C:23](C)[CH:24]=3)[N:19]=[C:18]([N:27]3[CH2:33][C:32]4[CH:34]=[CH:35][CH:36]=[CH:37][C:31]=4[S:30](=[O:39])(=[O:38])[CH2:29][CH2:28]3)[CH:17]=2)CCOC1)C1C=CC=CC=1.[CH2:47](N)[CH2:48]N>>[O:38]=[S:30]1(=[O:39])[C:31]2[CH:37]=[CH:36][CH:35]=[CH:34][C:32]=2[CH2:33][N:27]([C:18]2[CH:17]=[C:16]([NH:15][CH2:14][CH2:9][NH2:8])[C:25]3[C:20](=[CH:21][CH:22]=[C:23]([CH2:47][CH3:48])[CH:24]=3)[N:19]=2)[CH2:28][CH2:29]1. Reported procedure: The title compound was prepared in analogy to Example 9-1 in Scheme 5 by using 4-(4-chloro-6-ethylquinolin-2-yl)-2,3,4,5-tetrahydro-1,4-benzothiazepine 1,1-dioxide (prepared in analogy to 4-(4-chloro-6-methylquinolin-2-yl)-2,3,4,5-tetrahydro-1,4-benzothiazepine 1,1-dioxide in Example 2-1 by using 4-chloro-6-ethylquinoline and 2,3,4,5-tetrahydro-1,4-benzothiazepine) and ethane-1,2-diamine. MS obsd. (ESI+) [(M+H)+] 411, 1H NMR (400 MHz, CD3OD) δ ppm 7.98 (d, J=7.6 Hz, 1 H), 7.84 (d, J=7.6 Hz, 1 H)... Starting materials: C(C)(=O)OCC1=C(C=C(C=C1)C=1CC(CN1)(C(F)(F)F)C1=CC(=NC(=C1)C(F)(F)F)C(F)(F)F)Br (4-{3-[2,6-bis(trifluoromethyl)pyridin-4-yl]-3-(trifluoromethyl)-3,4-dihydro-2H-pyrrol-5-yl}-2-bromobenzyl acetate), C[O-].[Na+] (Sodium methoxide). Run in CO (MeOH), C(C)(C)(C)OC (t-BuOMe). The product is FC(C1=NC(=CC(=C1)C1(CN=C(C1)C1=CC(=C(C=C1)CO)Br)C(F)(F)F)C(F)(F)F)(F)F ((4-{3-[2,6-bis(trifluoromethyl)pyridin-4-yl]-3-(trifluoromethyl)-3,4-dihydro-2H-pyrrol-5-yl}-2-bromophenyl)methanol). Reaction SMILES: C([O:4][CH2:5][C:6]1[CH:11]=[CH:10][C:9]([C:12]2[CH2:13][C:14]([C:21]3[CH:26]=[C:25]([C:27]([F:30])([F:29])[F:28])[N:24]=[C:23]([C:31]([F:34])([F:33])[F:32])[CH:22]=3)([C:17]([F:20])([F:19])[F:18])[CH2:15][N:16]=2)=[CH:8][C:7]=1[Br:35])(=O)C.C[O-].[Na+]>CO.C(OC)(C)(C)C>[F:34][C:31]([F:32])([F:33])[C:23]1[CH:22]=[C:21]([C:14]2([C:17]([F:18])([F:19])[F:20])[CH2:13][C:12]([C:9]3[CH:10]=[CH:11][C:6]([CH2:5][OH:4])=[C:7]([Br:35])[CH:8]=3)=[N:16][CH2:15]2)[CH:26]=[C:25]([C:27]([F:28])([F:29])[F:30])[N:24]=1 |f:1.2|. Procedure: 4-{3-[2,6-bis(trifluoromethyl)pyridin-4-yl]-3-(trifluoromethyl)-3,4-dihydro-2H-pyrrol-5-yl}-2-bromobenzyl acetate (0.5 g) and Sodium methoxide (0.005 g) in MeOH (10 ml) were stirred at room temperature for 30 minutes. The mixture was diluted with t-BuOMe, and washed with brine, and the organic layer was dried over MgSO4. After the solvent was evaporated under reduced pressure, the targeted product was obtained (0.4 g). Starting materials: BrC1=C(N)C=CC=C1 (2-bromoaniline), C(C)OC=C(C(=O)OCC)C(=O)OCC (diethyl ethoxymethylenemalonate). Isolated yield 58.0%. Product: C(=O)(OCC)C=1C=NC2=C(C=CC=C2C1O)Br (3-Carbethoxy-4-hydroxy-8-bromoquinoline). Conditions: temperature 100 celsius. RXN SMILES: [Br:1][C:2]1[CH:8]=[CH:7][CH:6]=[CH:5][C:3]=1[NH2:4].C([O:11][CH:12]=[C:13]([C:19](OCC)=O)[C:14]([O:16][CH2:17][CH3:18])=[O:15])C>>[C:14]([C:13]1[CH:19]=[N:4][C:3]2[C:5]([C:12]=1[OH:11])=[CH:6][CH:7]=[CH:8][C:2]=2[Br:1])([O:16][CH2:17][CH3:18])=[O:15]. Procedure: A mixture of 50 g (0.291 mol) of 2-bromoaniline and 63 g (0.291 mol) of diethyl ethoxymethylenemalonate was heated at 100° C. under a reduced pressure for 3 hours, followed by heating at 200° C. for further 12 hours. After the completion of the reaction, the solid matter in the resulting reaction mixture was washed with ethyl acetate, and the crystals were collected by filtration and dried, to give 50 g of the title compound.